Dataset: the Open Reaction Database (ORD), a public repository of structured organic reaction records. Task: describe an organic reaction: reactants, conditions, products, and yield Starting materials: 1,2,5,6-Tetrahydro-1-methyl-3-(3-(2-(3-thienyl)-1-ethoxy)-1,2,5-thiadiazol-4yl)pyrid 1,2,5,6-Tetrahydro-1-methyl-3-(3-(2-thienylmethoxy)-1,2,5-thiadiazol-4yl)pyrid 1,2,5,6-Tetrahydro-1-methyl-3-(3-(3-thienylmethoxy)-1,2,5-thiadiazol-4yl)pyridine, CN1CC(=CCC1)C=1C(=NSN1)OCCCN1CCCC1 (1,2,5,6-Tetrahydro- 1-methyl-3-(3-(3-(1-pyrrolidyl)- 1-propoxy)- 1,2,5-thiadiazol- -yl)pyridine), CN1CC(=CCC1)C=1C(=NSN1)OCCCN1C(CCC1)=O (1,2,5,6-Tetrahydro-1-methyl-3-(3-(3-(2-pyrrolidon-1-yl)-1-propoxy)-1,2,5-thiadiazol -4-yl)pyridine), CN1CC(=CCC1)C=1C(=NSN1)OCCN1[CH-]OCC1=O (1,2,5,6-Tetrahydro- 1-methyl-3-(3-(2-(2-oxazolidon-3-yl)- 1-ethoxy)- 1,2,5thiadiazo 1-4- yl )p yri dine). Yields the product CN1CC(=CCC1)C=1C(=NSN1)OCCC=1SC=CC1 (1,2,5,6-Tetrahydro-1-methyl-3-(3-(2-(2-thienyl)-1-ethoxy)-1,2,5-thiadiazol-4-yl)pyridine). As a reaction SMILES: [CH3:1][N:2]1[CH2:7][CH2:6][CH:5]=[C:4]([C:8]2[C:9]([O:13][CH2:14][CH2:15][CH2:16]N3CCCC3=O)=[N:10][S:11][N:12]=2)[CH2:3]1.CN1CCC=[C:26]([C:30]2C(OCCN3C(=O)CO[CH-]3)=NSN=2)[CH2:25]1.CN1CCC=C(C2C(OCCCN3CCCC3)=N[S:54]N=2)C1>>[CH3:1][N:2]1[CH2:7][CH2:6][CH:5]=[C:4]([C:8]2[C:9]([O:13][CH2:14][CH2:15][C:16]3[S:54][CH:25]=[CH:26][CH:30]=3)=[N:10][S:11][N:12]=2)[CH2:3]1. Procedure details: 1,2,5,6-Tetrahydro-1-methyl-3-(3-(2-(3-thienyl)-1-ethoxy)-1,2,5-thiadiazol-4yl)pyrid 1,2,5,6-Tetrahydro-1-methyl-3-(3-(2-thienylmethoxy)-1,2,5-thiadiazol-4yl)pyrid 1,2,5,6-Tetrahydro-1-methyl-3-(3-(3-thienylmethoxy)-1,2,5-thiadiazol-4yl)pyridine; 1,2,5,6-Tetrahydro-1-methyl-3-(3-(3-(2-pyrrolidon-1-yl)-1-propoxy)-1,2,5-thiadiazol -4-yl)pyridine; 1,2,5,6-Tetrahydro- 1-methyl-3-(3-(2-(2-pyrrolidon- 1-yl)- 1-ethoxy)- 1,2,5thi adiaz o 1-4- y 1 )p yri din e; 1,2,5,6-Tetrahydro- 1-methyl-3-(3-(2-(2-oxa... Starting materials: 4-sulfonamido-desylbromide, C(C)(=O)[O-].[NH4+] (ammonium acetate), CN(C)C=O (DMF), C1(=CC=CC=C1)C(=O)CC1=CC=CC=C1 (Deoxybenzoin), ClS(=O)(=O)O (chlorosulfonic acid), Br.CC(=O)O (HBr HOAc), BrBr (Br2), ice water, [Na+].C(CO)(=O)[O-] (Glycolic acid mono sodium salt). The solvent is C(C)(=O)O (acetic acid). Conditions: temperature 0 celsius, time 16 hour. Yields the product OCC=1OC(=C(N1)C1=CC=CC=C1)C1=CC=C(C=C1)S(=O)(=O)N (4-[2-hydroxymethyl-4-phenyl-5-oxazolyl]benzenesulfonamide). RXN SMILES: [C:1]1([C:7]([CH2:9][C:10]2[CH:15]=[CH:14][CH:13]=[CH:12][CH:11]=2)=[O:8])[CH:6]=[CH:5][CH:4]=[CH:3][CH:2]=1.Cl[S:17]([OH:20])(=O)=[O:18].Br.[CH3:22][C:23]([OH:25])=O.BrBr.[Na+].C([O-])(=O)CO.C([O-])(=O)C.[NH4+:38].C[N:40](C=O)C>C(O)(=O)C>[OH:25][CH2:23][C:22]1[O:8][C:7]([C:1]2[CH:2]=[CH:3][C:4]([S:17]([NH2:40])(=[O:20])=[O:18])=[CH:5][CH:6]=2)=[C:9]([C:10]2[CH:11]=[CH:12][CH:13]=[CH:14][CH:15]=2)[N:38]=1 |f:2.3,5.6,7.8|. Reported procedure: Deoxybenzoin (10 g, 51 mmol) was added to chlorosulfonic acid cooled to 0° C. (25 mL) and the reaction was warmed to room temperature for 4 hours. The solution was carefully poured into ice water, filtered and the aqueous layer was extracted with three 250 mL portions of dichloromethane. The combined organics were washed once with brine (75 mL) and stirred over ice-cold NH4OH (125 mL) for 16 hours. The dichloromethane layer was separated and washed consecutively with 1N HCl (2×75 mL), NaHCO3 (sa... The reactants are C(C)(C)OP(OC(C)C)(=O)C1=CC=C(C=C1)OC1=CC(=CC(=C1)C(NC=1SC=CN1)=O)SC=1N(C=CN1)C ({4-[3-(1-methyl-1H-imidazol-2-ylsulfanyl)-5-(thiazol-2-ylcarbamoyl)-phenoxy]-phenyl}-phosphonic acid diisopropyl ester), Br[Si](C)(C)C (bromotrimethylsilane). Run in C(Cl)Cl (CH2Cl2). Reaction conditions: time 16 hour. The product is Br.CN1C(=NC=C1)SC=1C=C(OC2=CC=C(C=C2)P(O)(O)=O)C=C(C1)C(NC=1SC=CN1)=O ({4-[3-(1-Methyl-1H-imidazol-2-ylsulfanyl)-5-(thiazol-2-ylcarbamoyl)-phenoxy]-phenyl}-phosphonic acid hydrobromide salt). The yield is 52.7%. As a reaction SMILES: C([O:4][P:5]([C:11]1[CH:16]=[CH:15][C:14]([O:17][C:18]2[CH:23]=[C:22]([C:24](=[O:31])[NH:25][C:26]3[S:27][CH:28]=[CH:29][N:30]=3)[CH:21]=[C:20]([S:32][C:33]3[N:34]([CH3:38])[CH:35]=[CH:36][N:37]=3)[CH:19]=2)=[CH:13][CH:12]=1)(=[O:10])[O:6]C(C)C)(C)C.[Br:39][Si](C)(C)C>C(Cl)Cl>[BrH:39].[CH3:38][N:34]1[CH:35]=[CH:36][N:37]=[C:33]1[S:32][C:20]1[CH:19]=[C:18]([CH:23]=[C:22]([C:24](=[O:31])[NH:25][C:26]2[S:27][CH:28]=[CH:29][N:30]=2)[CH:21]=1)[O:17][C:14]1[CH:15]=[CH:16][C:11]([P:5](=[O:4])([OH:6])[OH:10])=[CH:12][CH:13]=1 |f:3.4|. Reported procedure: In a manner similar to Example 1, a mixture of {4-[3-(1-methyl-1H-imidazol-2-ylsulfanyl)-5-(thiazol-2-ylcarbamoyl)-phenoxy]-phenyl}-phosphonic acid diisopropyl ester (58 mg, 0.10 mmol) and bromotrimethylsilane (0.27 mL, 2.03 mmol) in 2 mL CH2Cl2 was stirred for 16 h at rt. The solvent evaporated, the residue dissolved in CH3CN and then the solvent evaporated, and the residue sonicated in a mixture of 1 mL CH3CN and 0.1 mL water. The resulting white solid was collected by filtration and dried und... Solvent: N1=CC=CC=C1 (pyridine). Reaction conditions: time 8 hour. Starting materials: C(CCCC)(=O)Cl (Valeryl chloride), C(C)(C)(C)OC(C(CC1(CCCC1)C(N[C@@H]1CC[C@@H](CC1)C(=O)OCC1=CC=CC=C1)=O)CCCCO)=O (3-{1-[(cis-4-benzyloxycarbonylcyclohexyl)carbamoyl]cyclopentyl}-2-(4-hydroxybutyl)propanoic acid t-butyl ester), Cl (hydrochloric acid). Product: C(C)(C)(C)OC(C(CC1(CCCC1)C(N[C@@H]1CC[C@@H](CC1)C(=O)OCC1=CC=CC=C1)=O)CCCCOC(CCCC)=O)=O (3-{1-[(cis-4-Benzyloxycarbonyl-cyclohexyl)carbamoyl]cyclopentyl}-2-(4-pentanoyloxybutyl)propanoic acid t-butyl ester). As a reaction SMILES: [C:1](Cl)(=[O:6])[CH2:2][CH2:3][CH2:4][CH3:5].[C:8]([O:12][C:13](=[O:45])[CH:14]([CH2:40][CH2:41][CH2:42][CH2:43][OH:44])[CH2:15][C:16]1([C:21](=[O:39])[NH:22][C@H:23]2[CH2:28][CH2:27][C@@H:26]([C:29]([O:31][CH2:32][C:33]3[CH:38]=[CH:37][CH:36]=[CH:35][CH:34]=3)=[O:30])[CH2:25][CH2:24]2)[CH2:20][CH2:19][CH2:18][CH2:17]1)([CH3:11])([CH3:10])[CH3:9].Cl>N1C=CC=CC=1>[C:8]([O:12][C:13](=[O:45])[CH:14]([CH2:40][CH2:41][CH2:42][CH2:43][O:44][C:1](=[O:6])[CH2:2][CH2:3][CH2:4][CH3:5])[CH2:15][C:16]1([C:21](=[O:39])[NH:22][C@H:23]2[CH2:28][CH2:27][C@@H:26]([C:29]([O:31][CH2:32][C:33]3[CH:34]=[CH:35][CH:36]=[CH:37][CH:38]=3)=[O:30])[CH2:25][CH2:24]2)[CH2:20][CH2:19][CH2:18][CH2:17]1)([CH3:10])([CH3:9])[CH3:11]. Procedure details: Valeryl chloride (0.2 ml, 1.98 mmole) was added dropwise to a stirred, ice cold solution of 3-{1-[(cis-4-benzyloxycarbonylcyclohexyl)carbamoyl]cyclopentyl}-2-(4-hydroxybutyl)propanoic acid t-butyl ester (0.7 g, 1.32 mmole) in dry pyridine (5 ml). The mixture was allowed to stand overnight at room temperature and ice was added, the pH was adjusted to 3 by the addition of 2N hydrochloric acid and the mixture was extracted with diethyl ether. The organic extract was dried (Na2SO4) and evaporated to... Starting materials: C(C)(=O)O (acetic acid), COC1OC(CC1)OC (2,5-dimethoxytetrahydrofuran), FC(C(=O)O)(F)F (trifluoroacetic acid), FC(OC=1C=C(C=CC1)C1C=C(C(N1C1=CC=C(C#N)C=C1)=O)NC1=CC=C(C=C1)C#N)(F)F ((±)-4-[5-(3-trifluoromethoxy-phenyl)-2-oxo-3-(4-cyano-phenylamino)-2,5-dihydro-pyrrol-1-yl]-benzonitrile), O=C1N(C(CC1=O)C1=CC(=CC=C1)OC(F)(F)F)C1=CC=C(C#N)C=C1 ((±)-4-[2,3-dioxo-5-(3-trifluoromethoxy-phenyl)-pyrrolidin-1-yl]-benzonitrile), C[C@H](C1=CC=CC=C1)N ((R)-(+)-α-methyl benzylamine). Solvent: O (water), C1CCOC1 (THF), C1(=CC=CC=C1)C (toluene). Run at temperature 40 celsius, time 1.75 hour. The product is O=C1N([C@@H](C=C1N[C@H](C)C1=CC=CC=C1)C1=CC(=CC=C1)OC(F)(F)F)C1=CC=C(C#N)C=C1 (4-[(S)-2-oxo-3-((R)-1-phenyl-ethylamino)-5-(3-trifluoromethoxy-phenyl)-2,5-dihydro-pyrrol-1-yl]-benzonitrile). The yield is 26.0%. As a reaction SMILES: C(O)(=O)C.COC1CCC(OC)O1.FC(F)(F)C(O)=O.[F:21][C:22]([F:54])([F:53])[O:23][C:24]1[CH:25]=[C:26]([CH:30]2[N:34]([C:35]3[CH:42]=[CH:41][C:38]([C:39]#[N:40])=[CH:37][CH:36]=3)[C:33](=[O:43])[C:32](NC3C=CC(C#N)=CC=3)=[CH:31]2)[CH:27]=[CH:28][CH:29]=1.O=C1C(=O)[CH2:59][CH:58]([C:62]2[CH:67]=[CH:66][CH:65]=[C:64](OC(F)(F)F)[CH:63]=2)[N:57]1C1C=CC(C#N)=CC=1.C[C@@H](N)C1C=CC=CC=1>C1(C)C=CC=CC=1.C1COCC1.O>[O:43]=[C:33]1[C:32]([NH:57][C@@H:58]([C:62]2[CH:67]=[CH:66][CH:65]=[CH:64][CH:63]=2)[CH3:59])=[CH:31][C@@H:30]([C:26]2[CH:27]=[CH:28][CH:29]=[C:24]([O:23][C:22]([F:21])([F:54])[F:53])[CH:25]=2)[N:34]1[C:35]1[CH:36]=[CH:37][C:38]([C:39]#[N:40])=[CH:41][CH:42]=1. Procedure: Add acetic acid (6.32 mL, 110 mmol), 2,5-dimethoxytetrahydrofuran (10.7 mL, 82.8 mmol), water (25 mL), and trifluoroacetic acid (4.2 mL, 55.2 mmol) sequentially to a mixture of (±)-4-[5-(3-trifluoromethoxy-phenyl)-2-oxo-3-(4-cyano-phenylamino)-2,5-dihydro-pyrrol-1-yl]-benzonitrile (12.7 g, 27.6 mmol) and THF (83 mL). Heat the reaction mixture to 40° C. for 18 hours. Observe significant formation of (±)-4-[2,3-dioxo-5-(3-trifluoromethoxy-phenyl)-pyrrolidin-1-yl]-benzonitrile (LC-MS ESI m/z: 361 (... Starting materials: C(C)(C)(C)OC(=O)N1C[C@H](CC1)N1CCN(CC1)CC1=CC=CC=C1 ((S)-3-(4-benzyl-piperazin-1-yl)-pyrrolidine-1-carboxylic acid tert-butyl ester), C(C)(=O)O (acetic acid). Run in CCO (EtOH). Run at time 18 hour. The product is C(C)(C)(C)OC(=O)N1C[C@H](CC1)N1CCNCC1 ((S)-3-piperazin-1-yl-pyrrolidine-1-carboxylic acid tert-butyl ester). RXN SMILES: [C:1]([O:5][C:6]([N:8]1[CH2:12][CH2:11][C@H:10]([N:13]2[CH2:18][CH2:17][N:16](CC3C=CC=CC=3)[CH2:15][CH2:14]2)[CH2:9]1)=[O:7])([CH3:4])([CH3:3])[CH3:2].C(O)(=O)C>CCO>[C:1]([O:5][C:6]([N:8]1[CH2:12][CH2:11][C@H:10]([N:13]2[CH2:18][CH2:17][NH:16][CH2:15][CH2:14]2)[CH2:9]1)=[O:7])([CH3:4])([CH3:2])[CH3:3]. Procedure details: To a solution of (S)-3-(4-benzyl-piperazin-1-yl)-pyrrolidine-1-carboxylic acid tert-butyl ester (3.7 g, 10.83 mmol) in EtOH (75 mL) and acetic acid (50 mL) 10% Pd on carbon (0.58 g, 0.54 mmol) was added. The reaction mixture was hydrogenated under 1 atm H2 for 18 hours, filtered through Celite and concentrated in vacuo to afford (S)-3-piperazin-1-yl-pyrrolidine-1-carboxylic acid tert-butyl ester as an orange oil. The product was used without further purification. The reactants are COC(=O)CCC(=O)c1cc2c(s1)CCc1ccccc1C2=O, Cl, [K+], C1COCCO1, [OH-], O. Yields the product O=C(O)CCC(=O)c1cc2c(s1)CCc1ccccc1C2=O. As a reaction SMILES: [CH3:1][O:2][C:3]([CH2:4][CH2:5][C:6](=[O:7])[c:8]1[cH:9][c:10]2[c:11]([s:12]1)[CH2:13][CH2:14][c:15]1[c:16]([cH:19][cH:20][cH:21][cH:22]1)[C:17]2=[O:18])=[O:23].[ClH:32].[K+:25].[O:26]1[CH2:27][CH2:28][O:29][CH2:30][CH2:31]1.[OH-:24].[OH2:33]>>[O:2]=[C:3]([CH2:4][CH2:5][C:6](=[O:7])[c:8]1[cH:9][c:10]2[c:11]([s:12]1)[CH2:13][CH2:14][c:15]1[c:16]([cH:19][cH:20][cH:21][cH:22]1)[C:17]2=[O:18])[OH:23].